This data is from the Open Reaction Database (ORD), a public repository of structured organic reaction records. The task is: describe an organic reaction: reactants, conditions, products, and yield Yields the product C(C1CO1)OC1=C(C=C(C=C1C)CC1CO1)C (4-(2,3-epoxypropyl)-2,6-dimethylphenyl glycidyl ether). RXN SMILES: [CH2:1]([O:5][C:6]1[C:11]([CH3:12])=[CH:10][C:9]([CH2:13][CH:14]=[CH2:15])=[CH:8][C:7]=1[CH3:16])[CH:2]1[O:4][CH2:3]1.C(O)=[O:18].OO>C(Cl)(Cl)Cl>[CH2:1]([O:5][C:6]1[C:7]([CH3:16])=[CH:8][C:9]([CH2:13][CH:14]2[O:18][CH2:15]2)=[CH:10][C:11]=1[CH3:12])[CH:2]1[O:4][CH2:3]1. The reactants are C(C1CO1)OC1=C(C=C(C=C1C)CC=C)C (4-allyl-2,6-dimethylphenyl glycidyl ether), C(=O)O (formic acid), OO (hydrogen peroxide). The solvent is C(Cl)(Cl)Cl (chloroform), C(Cl)(Cl)Cl (chloroform). Procedure details: A 350 ml sulfurating flask equipped with thermometer, stirrer, cooler and drip funnel is charged with 21.8 g (0.10 mole) of 4-allyl-2,6-dimethylphenyl glycidyl ether, 10.9 g (0.24 mole) of formic acid and 135 ml of chloroform. At room temperature, 23.2 g (0.47 mole) of hydrogen peroxide are then added dropise over 4 hours. The reaction miture is held at this temperature overnight. It is subsequently taken up in chloroform and the resultant solution is washed twice with 3% NaOH solution until neu... Isolated yield 85.5%. The reactants are C(C)N1N=C(C(=C1)NCCC=1C=NC(=CC1)C(F)(F)F)C ((1-ethyl-3-methyl-1H-pyrazol-4-yl)-[2-(6-trifluoromethyl-pyridin-3-yl)-ethyl]-amine), C(C1=CC=CC=C1)(=O)C(=O)O (benzoyl formic acid), C(CCl)Cl (EDC). Solvent: C(Cl)Cl (CH2Cl2). Run at time 12 hour. Yields the product C(C)N1N=C(C(=C1)N(C(C(C1=CC=CC=C1)=O)=O)CCC=1C=NC(=CC1)C(F)(F)F)C (N-(1-Ethyl-3-methyl-1H-pyrazol-4-yl)-2-oxo-2-phenyl-N-[2-(6-trifluoromethyl-pyridin-3-yl)-ethyl]-acetamide). Isolated yield 100.0%. Reaction SMILES: [CH2:1]([N:3]1[CH:7]=[C:6]([NH:8][CH2:9][CH2:10][C:11]2[CH:12]=[N:13][C:14]([C:17]([F:20])([F:19])[F:18])=[CH:15][CH:16]=2)[C:5]([CH3:21])=[N:4]1)[CH3:2].[C:22]([C:30](O)=[O:31])(=[O:29])[C:23]1[CH:28]=[CH:27][CH:26]=[CH:25][CH:24]=1.C(Cl)CCl>C(Cl)Cl>[CH2:1]([N:3]1[CH:7]=[C:6]([N:8]([CH2:9][CH2:10][C:11]2[CH:12]=[N:13][C:14]([C:17]([F:20])([F:18])[F:19])=[CH:15][CH:16]=2)[C:30](=[O:31])[C:22](=[O:29])[C:23]2[CH:28]=[CH:27][CH:26]=[CH:25][CH:24]=2)[C:5]([CH3:21])=[N:4]1)[CH3:2]. Procedure: To a solution of (1-ethyl-3-methyl-1H-pyrazol-4-yl)-[2-(6-trifluoromethyl-pyridin-3-yl)-ethyl]-amine (100 mg) in CH2Cl2 (5 mL) was added under a nitrogen atmosphere at 0° C. benzoyl formic acid (1.1 eq., commercially available) and EDC (1.1 eq). After stirring for 12 h a rt, the mixture was washed with aqueous Na2CO3 (saturated, 2.5 mL) and water (2.5 mL), the combined aqueous layers were extracted with CH2Cl2 (3×2.5 mL) and the combined organic layers dried over sodium sulfate. Concentration af... Reactants: NC=1C2=C(N=CN1)P=CN2 (7-Amino-1H-1,3-azaphospholo[4,5-d]pyrimidine), ( ε23,700 ), BrCCCCCC (1-bromohexane), ( ε31,600 ), ( ε33,300 ), CO (MeOH), NC=1C2=C(N=CN1)P=CN2 (7-Amino-1H-1,3-azaphospholo[4,5-d]pyrimidine), [H-].[Na+] (sodium hydride), ( 11,500 ). Run in CN(C)C=O (DMF). Reaction conditions: time 40 minute. The product is NC=1C2=C(N=CN1)P=CN2CCCCCC (7-Amino-1-(n-hexyl)-1,3-azaphospholo[4,5-d]pyrimidine). RXN SMILES: [NH2:1][C:2]1[C:3]2[NH:10][CH:9]=[P:8][C:4]=2[N:5]=[CH:6][N:7]=1.[H-].[Na+].Br[CH2:14][CH2:15][CH2:16][CH2:17][CH2:18][CH3:19].CO>CN(C=O)C>[NH2:1][C:2]1[C:3]2[N:10]([CH2:14][CH2:15][CH2:16][CH2:17][CH2:18][CH3:19])[CH:9]=[P:8][C:4]=2[N:5]=[CH:6][N:7]=1 |f:1.2|. Reported procedure: 7-Amino-1H-1,3-azaphospholo[4,5-d]pyrimidine (compound 10, 0.5 g, 3.29 mmol) was suspended in dry DMF to which sodium hydride (160 mg, 4 mmol, 60% dispersion in mineral oil) was added under an argon atmosphere. The mixture was stirred at room temperature for 40 min and 1-bromohexane (0.56 mL, 4 mmol) was added. The reaction was continued for 3 h and the solvent was evaporated. The residue was dissolved in dichloromethane (150 mL) and washed with water (25 mL). Organic layer was separated and the... The reactants are CCBr, CCC1(C)CC(O)C(C)C(C)(CC)N1OC(C)(C)C(=O)NCCCN(C)C, CC#N. The product is [Br-], CCC1(C)CC(O)C(C)C(C)(CC)N1OC(C)(C)C(=O)NCCC[N+](C)(C)CC. Reaction SMILES: [CH2:1]([CH3:2])[Br:3].[CH2:4]([CH3:5])[C:6]1([CH3:30])[N:7]([O:17][C:18]([C:19](=[O:20])[NH:21][CH2:22][CH2:23][CH2:24][N:25]([CH3:26])[CH3:27])([CH3:28])[CH3:29])[C:8]([CH3:14])([CH2:15][CH3:16])[CH2:9][CH:10]([OH:13])[CH:11]1[CH3:12].[CH3:31][C:32]#[N:33]>>[Br-:3].[CH2:1]([CH3:2])[N+:25]([CH2:24][CH2:23][CH2:22][NH:21][C:19]([C:18]([O:17][N:7]1[C:6]([CH2:4][CH3:5])([CH3:30])[CH:11]([CH3:12])[CH:10]([OH:13])[CH2:9][C:8]1([CH3:14])[CH2:15][CH3:16])([CH3:28])[CH3:29])=[O:20])([CH3:26])[CH3:27]. Starting materials: [BH4-], CCC1CC2=C(CCC(=O)C2)C2CCC3(C)C(O)CCC3C12, CO, [Na+], C1CCOC1. Product: CCC1CC2=C(CCC(O)C2)C2CCC3(C)C(O)CCC3C12. As a reaction SMILES: [BH4-:1].[CH2:3]([CH3:4])[CH:5]1[CH:6]2[CH:7]3[CH2:8][CH2:9][CH:10]([OH:24])[C:11]3([CH3:12])[CH2:13][CH2:14][CH:15]2[C:16]2=[C:21]([CH2:20][C:19](=[O:23])[CH2:18][CH2:17]2)[CH2:22]1.[CH3:30][OH:31].[Na+:2].[O:25]1[CH2:26][CH2:27][CH2:28][CH2:29]1>>[CH2:3]([CH3:4])[CH:5]1[CH:6]2[CH:7]3[CH2:8][CH2:9][CH:10]([OH:24])[C:11]3([CH3:12])[CH2:13][CH2:14][CH:15]2[C:16]2=[C:21]([CH2:20][CH:19]([OH:23])[CH2:18][CH2:17]2)[CH2:22]1. The reactants are C(C)OC(=O)C=1C=NN(C1)C1=NC2=CC=C(C=C2C(N1COCC[Si](C)(C)C)=O)I (1-[6-iodo-4-oxo-3-(2-trimethylsilanyl-ethoxymethyl)-3,4-dihydro-quinazolin-2-yl]-1H-pyrazole-4-carboxylic acid ethyl ester), product, C(C)C1=C(C=CC=C1)B(O)O (2-ethylphenylboronic acid). Yields the product C(C)C1=C(C=CC=C1)C=1C=C2C(NC(=NC2=CC1)N1N=CC(=C1)C(=O)O)=O (1-[6-(2-Ethyl-phenyl)-4-oxo-3,4-dihydro-quinazolin-2-yl]-1H-pyrazole-4-carboxylic acid). As a reaction SMILES: C([O:3][C:4]([C:6]1[CH:7]=[N:8][N:9]([C:11]2[N:20](COCC[Si](C)(C)C)[C:19](=[O:29])[C:18]3[C:13](=[CH:14][CH:15]=[C:16](I)[CH:17]=3)[N:12]=2)[CH:10]=1)=[O:5])C.[CH2:31]([C:33]1[CH:38]=[CH:37][CH:36]=[CH:35][C:34]=1B(O)O)[CH3:32]>>[CH2:31]([C:33]1[CH:38]=[CH:37][CH:36]=[CH:35][C:34]=1[C:16]1[CH:17]=[C:18]2[C:13](=[CH:14][CH:15]=1)[N:12]=[C:11]([N:9]1[CH:10]=[C:6]([C:4]([OH:3])=[O:5])[CH:7]=[N:8]1)[NH:20][C:19]2=[O:29])[CH3:32]. Procedure: The titled compound was prepared in a manner analogous to Example 69, steps C-E, using 1-[6-iodo-4-oxo-3-(2-trimethylsilanyl-ethoxymethyl)-3,4-dihydro-quinazolin-2-yl]-1H-pyrazole-4-carboxylic acid ethyl ester (Example 69 product from step B) and 2-ethylphenylboronic acid in step C. MS (ESI): mass calcd. for C20H16N4O3, 360.1; m/z found, 361.1 [M+H]+. 1H NMR (600 MHz, DMSO-d6): 13.01 (br s, 1H), 12.91 (br s, 1H), 8.99 (s, 1H), 8.28 (s, 1H), 7.99 (s, 1H), 7.81 (dd, J=8.2, 1.8 Hz, 1H), 7.77 (s, 1H... As a reaction SMILES: [F:1][CH2:2][O:3][C:4]1[CH:33]=[CH:32][C:7]2[CH2:8][CH2:9][CH2:10][CH:11]([N:13](C(OC(C)(C)C)=O)[CH2:14][C@H:15]([OH:24])[CH2:16][O:17][C:18]3[CH:23]=[CH:22][CH:21]=[CH:20][CH:19]=3)[CH2:12][C:6]=2[CH:5]=1.Cl.C(=O)([O-])O.[Na+]>C(OCC)(=O)C>[F:1][CH2:2][O:3][C:4]1[CH:33]=[CH:32][C:7]2[CH2:8][CH2:9][CH2:10][CH:11]([NH:13][CH2:14][C@H:15]([OH:24])[CH2:16][O:17][C:18]3[CH:23]=[CH:22][CH:21]=[CH:20][CH:19]=3)[CH2:12][C:6]=2[CH:5]=1 |f:2.3|. Reactants: C(O)([O-])=O.[Na+] (sodium hydrogencarbonate), FCOC1=CC2=C(CCCC(C2)N(C[C@@H](COC2=CC=CC=C2)O)C(=O)OC(C)(C)C)C=C1 (N-(3-fluoromethoxy-6,7,8,9-tetrahydro-5H-benzocyclohepten-6-yl)-N-[(2S)-2-hydroxy-3-phenoxypropyl]-tert-butoxycarbonylamine), Cl (hydrogen chloride), C(O)([O-])=O.[Na+] (sodium hydrogencarbonate). Solvent: C(C)(=O)OCC (ethyl acetate), C(C)(=O)OCC (ethyl acetate), C(C)(=O)OCC (ethyl acetate). Isolated yield 71.7%. Conditions: time 5.5 hour. Reported procedure: To a solution of N-(3-fluoromethoxy-6,7,8,9-tetrahydro-5H-benzocyclohepten-6-yl)-N-[(2S)-2-hydroxy-3-phenoxypropyl]-tert-butoxycarbonylamine (41 mg) in ethyl acetate (2 ml) was added 4N hydrogen chloride in ethyl acetate (0.45 ml) at room temperature, and the mixture was stirred at the same temperature for 5.5 hours. The mixture was poured into a mixture of saturated aqueous sodium hydrogencarbonate and ethyl acetate, followed by being made basic with saturated aqueous sodium hydrogencarbonate. ... Product: FCOC1=CC2=C(CCCC(C2)NC[C@@H](COC2=CC=CC=C2)O)C=C1 ((2S)-1-(3-fluoromethoxy-6,7,8,9-tetrahydro-5H-benzocyclohepten-6-yl)amino-3-phenoxy-2-propanol).